From a dataset of the Open Reaction Database (ORD), a public repository of structured organic reaction records. describe an organic reaction: reactants, conditions, products, and yield Starting materials: Fc1cc(Br)ccc1CC(F)(F)F, O=C([O-])[O-], COC(=O)c1cncc(B(O)O)c1, Cc1ccccc1, CCO, CCOC(C)=O, Cl, [F-], [K+], [K+], [K+], O, c1ccc(P(c2ccccc2)(c2ccccc2)[Pd](P(c2ccccc2)(c2ccccc2)c2ccccc2)(P(c2ccccc2)(c2ccccc2)c2ccccc2)P(c2ccccc2)(c2ccccc2)c2ccccc2)cc1. The product is COC(=O)c1cncc(-c2ccc(CC(F)(F)F)c(F)c2)c1. Reaction SMILES: [Br:1][c:2]1[cH:3][c:4]([F:13])[c:5]([CH2:8][C:9]([F:10])([F:11])[F:12])[cH:6][cH:7]1.[C:28](=[O:29])([O-:30])[O-:31].[CH3:15][O:16][C:17](=[O:18])[c:19]1[cH:20][c:21]([B:25]([OH:26])[OH:27])[cH:22][n:23][cH:24]1.[CH3:36][c:37]1[cH:38][cH:39][cH:40][cH:41][cH:42]1.[CH3:43][CH2:44][OH:45].[CH3:47][CH2:48][O:49][C:50](=[O:51])[CH3:52].[ClH:14].[F-:34].[K+:32].[K+:33].[K+:35].[OH2:46].[cH:53]1[cH:54][cH:55][c:56]([P:57]([Pd:58]([P:59]([c:60]2[cH:61][cH:62][cH:63][cH:64][cH:65]2)([c:66]2[cH:67][cH:68][cH:69][cH:70][cH:71]2)[c:72]2[cH:73][cH:74][cH:75][cH:76][cH:77]2)([P:78]([c:79]2[cH:80][cH:81][cH:82][cH:83][cH:84]2)([c:85]2[cH:86][cH:87][cH:88][cH:89][cH:90]2)[c:91]2[cH:92][cH:93][cH:94][cH:95][cH:96]2)[P:97]([c:98]2[cH:99][cH:100][cH:101][cH:102][cH:103]2)([c:104]2[cH:105][cH:106][cH:107][cH:108][cH:109]2)[c:110]2[cH:111][cH:112][cH:113][cH:114][cH:115]2)([c:116]2[cH:117][cH:118][cH:119][cH:120][cH:121]2)[c:122]2[cH:123][cH:124][cH:125][cH:126][cH:127]2)[cH:128][cH:129]1>>[c:2]1(-[c:21]2[cH:20][c:19]([C:17]([O:16][CH3:15])=[O:18])[cH:24][n:23][cH:22]2)[cH:3][c:4]([F:13])[c:5]([CH2:8][C:9]([F:10])([F:11])[F:12])[cH:6][cH:7]1.